Dataset: the Open Reaction Database (ORD), a public repository of structured organic reaction records. Task: describe an organic reaction: reactants, conditions, products, and yield Starting materials: Cl.FC1=C(C=CC(=C1)F)N1N=CN=C1N1C=C2CCOC3=C(C2=N1)C=C(C=C3)C3CCNCC3 (2-[2-(2,4-difluoro-phenyl)-2H-[1,2,4]triazol-3-yl]-9-piperidin-4-yl-4,5-dihydro-2H-6-oxa-1,2-diaza-benzo[e]azulene hydrochloride), C(C)(=O)OCC (ethyl acetate), BrCC(=O)N (bromo acetamide), crude product. Run in C1CCCCC1 (cyclohexane). The product is FC1=C(C=CC(=C1)F)N1N=CN=C1N1C=C2CCOC3=C(C2=N1)C=C(C=C3)C3CCN(CC3)CC(=O)N (2-(4-{2-[2-(2,4-Difluoro-phenyl)-2H-[1,2,4]triazol-3-yl]-4,5-dihydro-2H-6-oxa-1,2-diaza-benzo[e]azulen-9-yl}-piperidin-1-yl)-acetamide). Reaction SMILES: Cl.[F:2][C:3]1[CH:8]=[C:7]([F:9])[CH:6]=[CH:5][C:4]=1[N:10]1[C:14]([N:15]2[N:24]=[C:23]3[C:17]([CH2:18][CH2:19][O:20][C:21]4[CH:28]=[CH:27][C:26]([CH:29]5[CH2:34][CH2:33][NH:32][CH2:31][CH2:30]5)=[CH:25][C:22]=43)=[CH:16]2)=[N:13][CH:12]=[N:11]1.Br[CH2:36][C:37]([NH2:39])=[O:38].C(OCC)(=O)C>C1CCCCC1>[F:2][C:3]1[CH:8]=[C:7]([F:9])[CH:6]=[CH:5][C:4]=1[N:10]1[C:14]([N:15]2[N:24]=[C:23]3[C:17]([CH2:18][CH2:19][O:20][C:21]4[CH:28]=[CH:27][C:26]([CH:29]5[CH2:34][CH2:33][N:32]([CH2:36][C:37]([NH2:39])=[O:38])[CH2:31][CH2:30]5)=[CH:25][C:22]=43)=[CH:16]2)=[N:13][CH:12]=[N:11]1 |f:0.1|. Reported procedure: Following the procedure for 143, 2-[2-(2,4-difluoro-phenyl)-2H-[1,2,4]triazol-3-yl]-9-piperidin-4-yl-4,5-dihydro-2H-6-oxa-1,2-diaza-benzo[e]azulene hydrochloride was reacted with bromo acetamide. The crude product was subjected flash chromatography (SiO2, gradient 50 to 100% ethyl acetate in cyclohexane). Pure fractions were combined and concentrated in vacuo and the resultant residue dissolved in DCM and treated with 4M HCl in dioxane then diethyl ether. The resultant precipitate was collected ... The reactants are N1=CN(C2=NC=CC=C21)C2=CC(=C(C=C2)CC(=O)O)C ((4-imidazo[4,5-b]pyridin-3-yl-2-methyl-phenyl)-acetic acid), C(C)(C)N1CCN(CC1)CC1=C(C=C(C=C1)N)C(F)(F)F (4-(4-isopropyl-piperazin-1-ylmethyl)-3-trifluoromethyl-phenylamine). The solvent is C(Cl)Cl.CO (CH2Cl2 MeOH). Yields the product N1=CN(C2=NC=CC=C21)C2=CC(=C(C=C2)CC(=O)NC2=CC(=C(C=C2)CN2CCN(CC2)C(C)C)C(F)(F)F)C (2-(4-Imidazo[4,5-b]pyridin-3-yl-2-methyl-phenyl)-N-[4-(4-isopropyl-piperazin-1-ylmethyl)-3-trifluoromethyl-phenyl]-acetamide). As a reaction SMILES: [N:1]1[C:9]2[C:4](=[N:5][CH:6]=[CH:7][CH:8]=2)[N:3]([C:10]2[CH:15]=[CH:14][C:13]([CH2:16][C:17]([OH:19])=O)=[C:12]([CH3:20])[CH:11]=2)[CH:2]=1.[CH:21]([N:24]1[CH2:29][CH2:28][N:27]([CH2:30][C:31]2[CH:36]=[CH:35][C:34]([NH2:37])=[CH:33][C:32]=2[C:38]([F:41])([F:40])[F:39])[CH2:26][CH2:25]1)([CH3:23])[CH3:22]>C(Cl)Cl.CO>[N:1]1[C:9]2[C:4](=[N:5][CH:6]=[CH:7][CH:8]=2)[N:3]([C:10]2[CH:15]=[CH:14][C:13]([CH2:16][C:17]([NH:37][C:34]3[CH:35]=[CH:36][C:31]([CH2:30][N:27]4[CH2:26][CH2:25][N:24]([CH:21]([CH3:23])[CH3:22])[CH2:29][CH2:28]4)=[C:32]([C:38]([F:41])([F:40])[F:39])[CH:33]=3)=[O:19])=[C:12]([CH3:20])[CH:11]=2)[CH:2]=1 |f:2.3|. Procedure details: The title compound is prepared as described in Example 7 but using (4-imidazo[4,5-b]pyridin-3-yl-2-methyl-phenyl)-acetic acid (Step 60.1) and 4-(4-isopropyl-piperazin-1-ylmethyl)-3-trifluoromethyl-phenylamine (disclosed in WO 03/099771). Title compound: ES-MS: 551.3 [M+H]+; tR=3.23 min (System 1); Rf=0.28 (CH2Cl2/MeOH, 9:1+0.1% NH3aq). The reactants are COC(C1=CC(=C(C=C1)N)C)=O (4-Amino-3-methyl-benzoic acid methyl ester), solution, S(O)(O)(=O)=O (sulphuric acid), N(=O)[O-].[Na+] (Sodium nitrite), NC(=O)N (Urea). Reagents/catalysts: [N+](=O)([O-])[O-].[Cu+2].[N+](=O)([O-])[O-] (Copper nitrate), [Cu]=O (copper oxide). Solvent: O (water), O (water). Reaction conditions: temperature 0 celsius. Yields the product COC(C1=CC(=C(C=C1)O)C)=O (4-Hydroxy-3-methyl-benzoic Acid Methyl Ester). Yield: 42.0%. RXN SMILES: [CH3:1][O:2][C:3](=[O:12])[C:4]1[CH:9]=[CH:8][C:7](N)=[C:6]([CH3:11])[CH:5]=1.S(=O)(=O)(O)[OH:14].N([O-])=O.[Na+].NC(N)=O>O.[N+]([O-])([O-])=O.[Cu+2].[N+]([O-])([O-])=O.[Cu]=O>[CH3:1][O:2][C:3](=[O:12])[C:4]1[CH:9]=[CH:8][C:7]([OH:14])=[C:6]([CH3:11])[CH:5]=1 |f:2.3,6.7.8|. Reported procedure: 4-Amino-3-methyl-benzoic acid methyl ester (5.25 g, 32.0 mmol) was treated with a 35% solution of sulphuric acid (50 ml) and the mixture was stirred and heated until dissolution then cooled to 0° C. Sodium nitrite (2.82 g, 41.6 mmol) in water (50 ml) was added dropwise and the mixture was stirred for 5 min at 0° C. Urea was added to destroy the excess nitrite. Copper nitrate (121 g, 320 mmol) in water (11) was added then copper oxide (4.25 g, 32.0 mmol). The mixture was warmed up to room tempera... Reactants: COC=1C=C2C=NNC2=CC1 (5-methoxy-1H-indazole), II (iodine), [OH-].[K+] (potassium hydroxide), S([O-])(O)=O.[Na+] (sodium bisulfite). Solvent: CN(C=O)C (dimethyl formamide). Conditions: time 1 hour. The product is IC1=NNC2=CC=C(C=C12)OC (3-iodo-5-methoxy-1H-indazole). Isolated yield 98.2%. RXN SMILES: [CH3:1][O:2][C:3]1[CH:4]=[C:5]2[C:9](=[CH:10][CH:11]=1)[NH:8][N:7]=[CH:6]2.[I:12]I.[OH-].[K+].S(=O)(O)[O-].[Na+]>CN(C)C=O>[I:12][C:6]1[C:5]2[C:9](=[CH:10][CH:11]=[C:3]([O:2][CH3:1])[CH:4]=2)[NH:8][N:7]=1 |f:2.3,4.5|. Procedure details: A solution of 5-methoxy-1H-indazole [0.815 g, Reference Example 24(a)] in dimethyl formamide (8 ml) was treated with iodine (2.80 g) and potassium hydroxide (1.16 g). The mixture was stirred at ambient temperature for 1 hour then poured into 10% aqueous sodium bisulfite solution (200 ml) and then extracted three times with ethyl acetate. The combined organic extracts were washed with water, then with brine, then dried over magnesium sulfate and then evaporated to yield 3-iodo-5-methoxy-1H-indazo... Reactants: O=C([O-])[O-], CC#N, Cl, OC1(c2ccc(F)c(C(F)(F)F)c2)CCNCC1, CCCI, [K+], [K+]. Product: CCCN1CCC(O)(c2ccc(F)c(C(F)(F)F)c2)CC1. RXN SMILES: [C:19](=[O:20])([O-:21])[O-:22].[CH3:30][C:31]#[N:32].[ClH:29].[F:1][c:2]1[c:3]([C:15]([F:16])([F:17])[F:18])[cH:4][c:5]([C:8]2([OH:14])[CH2:9][CH2:10][NH:11][CH2:12][CH2:13]2)[cH:6][cH:7]1.[I:25][CH2:26][CH2:27][CH3:28].[K+:23].[K+:24]>>[F:1][c:2]1[c:3]([C:15]([F:16])([F:17])[F:18])[cH:4][c:5]([C:8]2([OH:14])[CH2:9][CH2:10][N:11]([CH2:26][CH2:27][CH3:28])[CH2:12][CH2:13]2)[cH:6][cH:7]1. Starting materials: [Cl-].[Cl-].[Ca+2] (CaCl2), FC(S(=O)(=O)OCC(F)(F)F)(F)F (2,2,2-Trifluoroethyl trifluoromethanesulfonate), C(C1=CC=CC=C1)OC1=CC=C(C=C1)N1C(N(C=2C1=NC=C(C2)O)CC)=O (3-[4-(benzyloxy)phenyl]-1-ethyl-6-hydroxy-1,3-dihydro-2H-imidazo[4,5-b]pyridin-2-one), C([O-])([O-])=O.[K+].[K+] (potassium carbonate). Run in CN(C)C=O (DMF). Product: C(C1=CC=CC=C1)OC1=CC=C(C=C1)N1C(N(C=2C1=NC=C(C2)OCC(F)(F)F)CC)=O (3-[4-(benzyloxy)phenyl]-1-ethyl-6-(2,2,2-trifluoroethoxy)-1,3-dihydro-2H-imidazo[4,5-b]pyridin-2-one). As a reaction SMILES: FC(F)(F)S([O:6][CH2:7][C:8]([F:11])([F:10])[F:9])(=O)=O.[CH2:14]([O:21][C:22]1[CH:27]=[CH:26][C:25]([N:28]2[C:32]3=[N:33][CH:34]=[C:35](O)[CH:36]=[C:31]3[N:30]([CH2:38][CH3:39])[C:29]2=[O:40])=[CH:24][CH:23]=1)[C:15]1[CH:20]=[CH:19][CH:18]=[CH:17][CH:16]=1.C(=O)([O-])[O-].[K+].[K+].[Cl-].[Cl-].[Ca+2]>CN(C=O)C>[CH2:14]([O:21][C:22]1[CH:23]=[CH:24][C:25]([N:28]2[C:32]3=[N:33][CH:34]=[C:35]([O:6][CH2:7][C:8]([F:11])([F:10])[F:9])[CH:36]=[C:31]3[N:30]([CH2:38][CH3:39])[C:29]2=[O:40])=[CH:26][CH:27]=1)[C:15]1[CH:20]=[CH:19][CH:18]=[CH:17][CH:16]=1 |f:2.3.4,5.6.7|. Procedure details: 2,2,2-Trifluoroethyl trifluoromethanesulfonate (0.144 mL) was added to a solution of 3-[4-(benzyloxy)phenyl]-1-ethyl-6-hydroxy-1,3-dihydro-2H-imidazo[4,5-b]pyridin-2-one (300 mg) and potassium carbonate (229 mg) in DMF (5 mL) at room temperature. The mixture was stirred at ambient temperature under a dry atmosphere (CaCl2 tube) for 3 h. The mixture was quenched with water at room temperature and extracted with AcOEt. The organic layer was separated, washed with water and brine, dried over MgSO4 ... The product is O=Cc1cc(C(F)(F)F)ccc1O. Reaction SMILES: [CH2:1]1[N:2]2[CH2:3][N:4]3[CH2:5][N:6]([CH2:7]2)[CH2:8][N:9]1[CH2:10]3.[F:11][C:12]([c:13]1[cH:14][cH:15][c:16]([OH:19])[cH:17][cH:18]1)([F:20])[F:21].[OH2:22].[OH:28][C:29]([C:30]([F:31])([F:32])[F:33])=[O:34].[S:23](=[O:24])(=[O:25])([OH:26])[OH:27]>>[CH:1]([c:17]1[c:16]([OH:19])[cH:15][cH:14][c:13]([C:12]([F:11])([F:20])[F:21])[cH:18]1)=[O:22]. Reactants: C1N2CN3CN1CN(C2)C3, Oc1ccc(C(F)(F)F)cc1, O, O=C(O)C(F)(F)F, O=S(=O)(O)O.